describe an organic reaction: reactants, conditions, products, and yield From a dataset of the Open Reaction Database (ORD), a public repository of structured organic reaction records. Reactants: CNS(=O)=O (N-methylsulphonamide), ClC1=NC=C(C(=N1)Cl)C (2,4-dichloro-5-methylpyrimidine), C([O-])([O-])=O.[K+].[K+] (potassium carbonate). Run in CN(C)C=O (DMF). Conditions: temperature 80 celsius. Yields the product ClC1=NC(=NC=C1C)N(S(=O)(=O)C)C (N-(4-Chloro-5-methyl-2-pyrimidinyl)-N-methyl-methanesulfonamide). RXN SMILES: [CH3:1][NH:2][SH:3](=[O:5])=[O:4].Cl[C:7]1[N:12]=[C:11]([Cl:13])[C:10]([CH3:14])=[CH:9][N:8]=1.[C:15](=O)([O-])[O-].[K+].[K+]>CN(C=O)C>[Cl:13][C:11]1[C:10]([CH3:14])=[CH:9][N:8]=[C:7]([N:2]([CH3:1])[S:3]([CH3:15])(=[O:5])=[O:4])[N:12]=1 |f:2.3.4|. Reported procedure: A mixture of N-methylsulphonamide (3.35 g), 2,4-dichloro-5-methylpyrimidine (5 g) and potassium carbonate (4.3 g) in DMF (50 ml) was heated at 80° C. for 4 h. The reaction was quenched with water (200 ml) and extracted with ethylacetate. The organics were dried, evaporated under reduced pressure and the residue triturated with ether. The solid was filtered off (4-isomer) and the filtrate evaporated under reduced pressure and subjected to RPHPLC to obtain the 2-isomer, yield 0.37 g. Reactants: ClN1C(CCC1=O)=O (N-Chlorosuccinimide), NC=1C(=C(C(=O)OC)C=CC1)NCCCO (methyl 3-amino-2-[(3-hydroxypropyl)amino]benzoate), ClN1C(CCC1=O)=O (N-chlorosuccinimide). Solvent: C(O)([O-])=O.[Na+] (sodium hydrogen carbonate), C(C)#N (acetonitrile). Reaction conditions: time 16 hour. The product is NC=1C(=C(C(=O)OC)C=CC1Cl)NCCCO (Methyl 3-amino-4-chloro-2-[(3-hydroxypropyl)amino]benzoate). Isolated yield 16.4%. RXN SMILES: [Cl:1]N1C(=O)CCC1=O.[NH2:9][C:10]1[C:11]([NH:20][CH2:21][CH2:22][CH2:23][OH:24])=[C:12]([CH:17]=[CH:18][CH:19]=1)[C:13]([O:15][CH3:16])=[O:14]>C(#N)C.C(=O)([O-])O.[Na+]>[NH2:9][C:10]1[C:11]([NH:20][CH2:21][CH2:22][CH2:23][OH:24])=[C:12]([CH:17]=[CH:18][C:19]=1[Cl:1])[C:13]([O:15][CH3:16])=[O:14] |f:3.4|. Reported procedure: N-Chlorosuccinimide (74.1 g, 555 mmol) was added to a stirred solution of methyl 3-amino-2-[(3-hydroxypropyl)amino]benzoate (81.9 g, 370 mmol) in acetonitrile (1480 mL) at room temperature, and the mixture was stirred at room temperature for 16 hr. Additional N-chlorosuccinimide (9.88 g, 74.0 mmol) was added to the mixture, and the mixture was stirred at room temperature for 90 min. The mixture was diluted with saturated aqueous sodium hydrogen carbonate, concentrated in vacuo, and extracted wit... Starting materials: Cl.ClC(CNCCOC1=C(C=CC=C1)OC)C=1C=CC(=C(C1)S(=O)(=O)N)OC (5-{1-chloro-2-[2-(2-methoxyphenoxy)ethylamino]ethyl}-2-methoxybenzenesulfonamide hydrochloride). The reagents and catalysts are [C].[Pd] (palladium carbon). Run in CO (methanol). Yields the product Cl.COC1=C(C=C(C=C1)CCNCCOC1=C(C=CC=C1)OC)S(=O)(=O)N (2-methoxy-5-{2-[2-(2-methoxyphenoxy)ethylamino]ethyl}benzenesulfonamide hydrochloride). Isolated yield 88.3%. As a reaction SMILES: Cl.[Cl:2][CH:3]([C:17]1[CH:18]=[CH:19][C:20]([O:27][CH3:28])=[C:21]([S:23]([NH2:26])(=[O:25])=[O:24])[CH:22]=1)[CH2:4][NH:5][CH2:6][CH2:7][O:8][C:9]1[CH:14]=[CH:13][CH:12]=[CH:11][C:10]=1[O:15][CH3:16]>CO.[C].[Pd]>[ClH:2].[CH3:28][O:27][C:20]1[CH:19]=[CH:18][C:17]([CH2:3][CH2:4][NH:5][CH2:6][CH2:7][O:8][C:9]2[CH:14]=[CH:13][CH:12]=[CH:11][C:10]=2[O:15][CH3:16])=[CH:22][C:21]=1[S:23]([NH2:26])(=[O:25])=[O:24] |f:0.1,3.4,5.6|. Procedure: In 150 ml of methanol was dissolved 3.8 g of 5-{1-chloro-2-[2-(2-methoxyphenoxy)ethylamino]ethyl}-2-methoxybenzenesulfonamide hydrochloride and after adding thereto 0.5 g of 10% palladium carbon, dechlorination was performed under hydrogen stream at normal temperature and pressure. The palladium carbon was filtered away and the filtrate was concentrated under reduced pressure to provide 3.1 g of 2-methoxy-5-{2-[2-(2-methoxyphenoxy)ethylamino]ethyl}benzenesulfonamide hydrochloride, which was recr... Reactants: COC=1C=C(C=C(C1O)OC)C=C(C(=O)OC(C)C)P(=O)(OC)OC (Isopropyl 3-(3,5-dimethoxy-4-hydroxyphenyl)-2-(dimethoxy-phosphinyl)propenoate), COC1=CC=C(CCl)C=C1 (4-methoxybenzyl chloride), C([O-])([O-])=O.[K+].[K+] (potassium carbonate), COC1=CC=C(CCl)C=C1 (4-methoxybenzyl chloride). Solvent: C(C)#N (acetonitrile). Run at time 8 hour. Yields the product COC=1C=C(C=C(C1OCC1=CC=C(C=C1)OC)OC)C=C(C(=O)OC(C)C)P(=O)(OC)OC (Isopropyl 3-[3, 5-dimethoxy-4-(4-methoxybenzyloxy) phenyl]-2-(dimethoxyphosphinyl)propenoate). Reaction SMILES: [CH3:1][O:2][C:3]1[CH:4]=[C:5]([CH:12]=[C:13]([P:20]([O:24][CH3:25])([O:22][CH3:23])=[O:21])[C:14]([O:16][CH:17]([CH3:19])[CH3:18])=[O:15])[CH:6]=[C:7]([O:10][CH3:11])[C:8]=1[OH:9].C(=O)([O-])[O-].[K+].[K+].[CH3:32][O:33][C:34]1[CH:41]=[CH:40][C:37]([CH2:38]Cl)=[CH:36][CH:35]=1>C(#N)C>[CH3:11][O:10][C:7]1[CH:6]=[C:5]([CH:12]=[C:13]([P:20]([O:22][CH3:23])([O:24][CH3:25])=[O:21])[C:14]([O:16][CH:17]([CH3:19])[CH3:18])=[O:15])[CH:4]=[C:3]([O:2][CH3:1])[C:8]=1[O:9][CH2:38][C:37]1[CH:40]=[CH:41][C:34]([O:33][CH3:32])=[CH:35][CH:36]=1 |f:1.2.3|. Procedure details: Isopropyl 3-(3,5-dimethoxy-4-hydroxyphenyl)-2-(dimethoxy-phosphinyl)propenoate (4 g; 0.01 mol; Table 1, No. 10) was dissolved in 60 ml of acetonitrile, and potassium carbonate (4.45 g; 0.032 mol) and 4-methoxybenzyl chloride (1.4 ml; 0.011 mol) were added and the mixture was initially stirred at room temperature for 8 hours. To complete the reaction, 0.7 ml of 4-methoxybenzyl chloride was added, followed by stirring for 4 hours, after which the result of a thin-layer chromatography showed that t...